This data is from the Open Reaction Database (ORD), a public repository of structured organic reaction records. The task is: describe an organic reaction: reactants, conditions, products, and yield Procedure details: 13.19 g of the above prepared (2-tert-butyl-5-methyl-oxazol-4-yl)-acetonitrile (74.0 mmol) was dissolved in 170 ml EtOH/water=1/1 and treated with 5 eq. of NaOH-pellets (14.8 g). Hydrolysis was allowed to proceed over night at 65° C. Pouring onto crashed ice/HCl, twofold extraction with AcOEt, washing with water, drying over sodium sulfate, followed by evaporation of the solvents, yielded 13.77 g of the title acid as waxy solid. As a reaction SMILES: [C:1]([C:5]1[O:6][C:7]([CH3:13])=[C:8]([CH2:10][C:11]#N)[N:9]=1)([CH3:4])([CH3:3])[CH3:2].[OH-:14].[Na+].CCO.[OH2:19]>>[C:1]([C:5]1[O:6][C:7]([CH3:13])=[C:8]([CH2:10][C:11]([OH:19])=[O:14])[N:9]=1)([CH3:4])([CH3:3])[CH3:2] |f:1.2,3.4|. Reactants: C(C)(C)(C)C=1OC(=C(N1)CC#N)C ((2-tert-butyl-5-methyl-oxazol-4-yl)-acetonitrile), [OH-].[Na+] (NaOH), CCO.O (EtOH water). The product is C(C)(C)(C)C=1OC(=C(N1)CC(=O)O)C ((2-tert-Butyl-5-methyl-oxazol-4-yl)-acetic acid). Reactants: C(=O)([O-])[O-].[Cs+].[Cs+] (Cs2CO3), compound 344, compound 5, BrC1=CC=C2CC3(C(C2=C1)=O)CCC(CC3)(F)F (6′-bromo-4,4-difluorospiro[cyclohexane-1,2′-inden]-1′(3′H)-one). The product is BrC1=CC=C2CC3(C(C2=C1)=O)CCC(CC3)=O (6′-bromospiro[cyclohexane-1,2′-indene]-1′,4 (3′H)-dione). Yield: 23.9%. Reaction SMILES: [Br:1][C:2]1[CH:10]=[C:9]2[C:5]([CH2:6][C:7]3([CH2:16][CH2:15][C:14](F)(F)[CH2:13][CH2:12]3)[C:8]2=[O:11])=[CH:4][CH:3]=1.C([O-])([O-])=[O:20].[Cs+].[Cs+]>>[Br:1][C:2]1[CH:10]=[C:9]2[C:5]([CH2:6][C:7]3([CH2:16][CH2:15][C:14](=[O:20])[CH2:13][CH2:12]3)[C:8]2=[O:11])=[CH:4][CH:3]=1 |f:1.2.3|. Reported procedure: According to a similar synthesis of compound 344, compound 5 (100 mg, 0.26 mmol) was alkylated with compound 2 (159 mg, 1.04 mmol) in the presence of Cs2CO3 (339 mg, 1.04 mmol) to give compound 4 (73 mg, 53%).